This data is from the Open Reaction Database (ORD), a public repository of structured organic reaction records. The task is: describe an organic reaction: reactants, conditions, products, and yield The reactants are O=C(Cl)c1cccc(OCc2ccccc2)c1, COc1ccc(C(=O)Cl)cc1OC, Cc1c(Cl)cncc1Cl. Yields the product COc1ccc(C(=Cc2c(Cl)cncc2Cl)OC(=O)c2cccc(OCc3ccccc3)c2)cc1OC. Reaction SMILES: [CH2:23]([c:24]1[cH:25][cH:26][cH:27][cH:28][cH:29]1)[O:30][c:31]1[cH:32][c:33]([C:34](=[O:35])[Cl:36])[cH:37][cH:38][cH:39]1.[CH3:1][O:2][c:3]1[cH:4][c:5]([C:6](=[O:7])[Cl:8])[cH:9][cH:10][c:11]1[O:12][CH3:13].[Cl:14][c:15]1[cH:16][n:17][cH:18][c:19]([Cl:22])[c:20]1[CH3:21]>>[CH3:1][O:2][c:3]1[cH:4][c:5]([C:6]([O:7][C:34]([c:33]2[cH:32][c:31]([O:30][CH2:23][c:24]3[cH:25][cH:26][cH:27][cH:28][cH:29]3)[cH:39][cH:38][cH:37]2)=[O:35])=[CH:21][c:20]2[c:15]([Cl:14])[cH:16][n:17][cH:18][c:19]2[Cl:22])[cH:9][cH:10][c:11]1[O:12][CH3:13]. Reactants: FC1=C(C=CC=C1)C(CCCCN1CCC(CC1)C=1C=C(C=CC1)NC(C(C)C)=O)=O (N-(3-{1-[5-(2-fluorophenyl)-5-oxopentyl]-4-piperidinyl}phenyl)-2-methylpropanamide), C1(=CC=CC=C1)NN (phenylhydrazine). The product is FC1=C(C=CC=C1)C=1NC2=CC=CC=C2C1CCCN1CCC(CC1)C=1C=C(C=CC1)NC(C(C)C)=O (N-[3-(1-{3-[2-(2-FLUOROPHENYL)-1H-INDOL-3-YL]PROPYL}-4-PIPERIDINYL)PHENYL]-2-METHYLPROPANAMIDE). As a reaction SMILES: [F:1][C:2]1[CH:7]=[CH:6][CH:5]=[CH:4][C:3]=1[C:8](=O)[CH2:9][CH2:10][CH2:11][CH2:12][N:13]1[CH2:18][CH2:17][CH:16]([C:19]2[CH:20]=[C:21]([NH:25][C:26](=[O:30])[CH:27]([CH3:29])[CH3:28])[CH:22]=[CH:23][CH:24]=2)[CH2:15][CH2:14]1.[C:32]1([NH:38]N)[CH:37]=[CH:36][CH:35]=[CH:34][CH:33]=1>>[F:1][C:2]1[CH:7]=[CH:6][CH:5]=[CH:4][C:3]=1[C:8]1[NH:38][C:32]2[C:37]([C:9]=1[CH2:10][CH2:11][CH2:12][N:13]1[CH2:18][CH2:17][CH:16]([C:19]3[CH:20]=[C:21]([NH:25][C:26](=[O:30])[CH:27]([CH3:29])[CH3:28])[CH:22]=[CH:23][CH:24]=3)[CH2:15][CH2:14]1)=[CH:36][CH:35]=[CH:34][CH:33]=2. Procedure: Prepared by Procedure E and Scheme M using N-(3-{1-[5-(2-fluorophenyl)-5-oxopentyl]-4-piperidinyl}phenyl)-2-methylpropanamide and phenylhydrazine: ESMS m/e: 498.2 (M+H)+. The reactants are BrC1=CC(=CC=2N(C(=NC21)C)CC2=C(C(=CC=C2)Cl)Cl)N2CCOCC2 (4-bromo-1-[(2,3-dichlorophenyl)methyl]-2-methyl-6-(4-morpholinyl)-1H-benzimidazole), P(C(C)(C)C)(C(C)(C)C)C(C)(C)C (P(t-Bu)3), N1N=CC=C1B(O)O (1H-pyrazol-5-ylboronic acid), C(=O)([O-])[O-].[Cs+].[Cs+] (Cs2CO3). Reagents/catalysts: C=1C=CC(=CC1)/C=C/C(=O)/C=C/C2=CC=CC=C2.C=1C=CC(=CC1)/C=C/C(=O)/C=C/C2=CC=CC=C2.[Pd] (Pd(dba)2). Run in O1CCOCC1 (dioxane), O (water). Conditions: temperature 80 celsius, time 3 hour. The product is ClC1=C(C=CC=C1Cl)CN1C(=NC2=C1C=C(C=C2C2=CC=NN2)N2CCOCC2)C (1-[(2,3-dichlorophenyl)methyl]-2-methyl-6-(4-morpholinyl)-4-(1H-pyrazol-5-yl)-1H-benzimidazole). RXN SMILES: Br[C:2]1[C:10]2[N:9]=[C:8]([CH3:11])[N:7]([CH2:12][C:13]3[CH:18]=[CH:17][CH:16]=[C:15]([Cl:19])[C:14]=3[Cl:20])[C:6]=2[CH:5]=[C:4]([N:21]2[CH2:26][CH2:25][O:24][CH2:23][CH2:22]2)[CH:3]=1.[NH:27]1[C:31](B(O)O)=[CH:30][CH:29]=[N:28]1.C([O-])([O-])=O.[Cs+].[Cs+].P(C(C)(C)C)(C(C)(C)C)C(C)(C)C>O1CCOCC1.O.C1C=CC(/C=C/C(/C=C/C2C=CC=CC=2)=O)=CC=1.C1C=CC(/C=C/C(/C=C/C2C=CC=CC=2)=O)=CC=1.[Pd]>[Cl:20][C:14]1[C:15]([Cl:19])=[CH:16][CH:17]=[CH:18][C:13]=1[CH2:12][N:7]1[C:6]2[CH:5]=[C:4]([N:21]3[CH2:26][CH2:25][O:24][CH2:23][CH2:22]3)[CH:3]=[C:2]([C:29]3[NH:28][N:27]=[CH:31][CH:30]=3)[C:10]=2[N:9]=[C:8]1[CH3:11] |f:2.3.4,8.9.10|. Procedure details: A mixture of 4-bromo-1-[(2,3-dichlorophenyl)methyl]-2-methyl-6-(4-morpholinyl)-1H-benzimidazole (prepared following the same procedure as for Example 21, 250 mg, 0.55 mmol), 1H-pyrazol-5-ylboronic acid (64 mg, 0.57 mmol), Pd(dba)2 (32 mg, 0.055 mmol), Cs2CO3 (358 mg, 1.1 mmol) and P(t-Bu)3 (10 wt % in hexane, 110 mg, 0.055 mmol) in dioxane (16 mL) and water (8 mL), was stirred at at 80° C. for 3 h under a nitrogen atmosphere. The reaction mixture was cooled and then concentrated. The resulting r...